Dataset: the Open Reaction Database (ORD), a public repository of structured organic reaction records. Task: describe an organic reaction: reactants, conditions, products, and yield Reactants: BrCc1ccccc1, CC(=O)SCC(CC(C)C)C(=O)O, C1CCC2=NCCCN2CC1, Cc1ccccc1. Product: CC(=O)SCC(CC(C)C)C(=O)OCc1ccccc1. Reaction SMILES: [Br:14][CH2:15][c:16]1[cH:17][cH:18][cH:19][cH:20][cH:21]1.[C:1]([CH3:2])(=[O:3])[S:4][CH2:5][CH:6]([C:7](=[O:8])[OH:9])[CH2:10][CH:11]([CH3:12])[CH3:13].[CH2:22]1[CH2:23][CH2:24][C:25]2=[N:30][CH2:29][CH2:28][CH2:27][N:26]2[CH2:31][CH2:32]1.[CH3:33][c:34]1[cH:35][cH:36][cH:37][cH:38][cH:39]1>>[C:1]([CH3:2])(=[O:3])[S:4][CH2:5][CH:6]([C:7](=[O:8])[O:9][CH2:15][c:16]1[cH:17][cH:18][cH:19][cH:20][cH:21]1)[CH2:10][CH:11]([CH3:12])[CH3:13]. Reactants: CC(C)(C)[Si](C)(C)Cl, CCOC(C)=O, C#CC(O)CCCC, [Cl-], [NH4+], CN(C)C=O, c1c[nH]cn1. Yields the product C#CC(CCCC)O[Si](C)(C)C(C)(C)C. RXN SMILES: [C:14]([CH3:15])([CH3:16])([CH3:17])[Si:18]([CH3:19])([CH3:20])[Cl:21].[CH3:29][CH2:30][O:31][C:32](=[O:33])[CH3:34].[CH:1]#[C:2][CH:3]([CH2:4][CH2:5][CH2:6][CH3:7])[OH:8].[Cl-:22].[NH4+:23].[O:24]=[CH:25][N:26]([CH3:27])[CH3:28].[nH:9]1[cH:10][cH:11][n:12][cH:13]1>>[CH:1]#[C:2][CH:3]([CH2:4][CH2:5][CH2:6][CH3:7])[O:8][Si:18]([C:14]([CH3:15])([CH3:16])[CH3:17])([CH3:19])[CH3:20]. Yields the product C12(CCC(CC1)C2)CO.C21C=CC(CC2)C1.C1(\C=C/C(=O)O1)=O (norbornene norbornylmethanol maleic anhydride). As a reaction SMILES: [CH:1]12[CH2:7][CH:4]([CH:5]=[CH:6]1)[CH2:3][CH2:2]2.[CH:8]12[CH2:14][CH:11]([CH2:12][CH2:13]1)[CH2:10][CH:9]2[CH2:15][OH:16].[C:17]1(=[O:23])[O:22][C:20](=[O:21])[CH:19]=[CH:18]1>>[C:1]12([CH2:15][OH:16])[CH2:7][CH:4]([CH2:3][CH2:2]1)[CH2:5][CH2:6]2.[CH:8]12[CH2:14][CH:11]([CH2:12][CH2:13]1)[CH:10]=[CH:9]2.[C:20]1(=[O:21])[O:22][C:17](=[O:23])[CH:18]=[CH:19]1 |f:0.1,3.4.5|. Reported procedure: The obtained reaction product was a copolymer polymerized from 5-norbornene-2-norbornylmethanol and maleic anhydride, having a weight average molecular weight of 5,570 and a polydispersity of 1.95. Starting materials: C12CCC(C=C1)C2.C12C(CC(CC1)C2)CO (5-norbornene 2-norbornylmethanol), C1(\C=C/C(=O)O1)=O (maleic anhydride). Reactants: N(=[N+]=[N-])C[C@H](C1=CC(=CC(=C1)I)F)NC(OC(C)(C)C)=O ((S)-tert-butyl (2-azido-1-(3-fluoro-5-iodophenyl)ethyl)carbamate), Cl (HCl), OC(=O)C(F)(F)F.NC=1C(=NC(=CN1)C1CCOCC1)C1=CC(=C(C(=O)O)C=C1)F (4-(3-Amino-6-(tetrahydro-2H-pyran-4-yl)pyrazin-2-yl)-2-fluorobenzoic acid TFA), C1=CC2=C(N=C1)N(N=N2)O (HOAt), CCN(C(C)C)C(C)C (DIEA). The solvent is O1CCOCC1 (dioxane), CN(C)C=O (DMF). As a reaction SMILES: OC(C(F)(F)F)=O.NC1C(C2C=CC(C(O)=O)=C(F)C=2)=NC(C2CCOCC2)=CN=1.C1C=NC2N(O)N=NC=2C=1.CCN(C(C)C)C(C)C.[N:50]([CH2:53][C@@H:54]([NH:63]C(=O)OC(C)(C)C)[C:55]1[CH:60]=[C:59]([I:61])[CH:58]=[C:57]([F:62])[CH:56]=1)=[N+:51]=[N-:52].[ClH:71]>CN(C=O)C.O1CCOCC1>[ClH:71].[N:50]([CH2:53][C@H:54]([C:55]1[CH:60]=[C:59]([I:61])[CH:58]=[C:57]([F:62])[CH:56]=1)[NH2:63])=[N+:51]=[N-:52] |f:0.1,8.9|. Reported procedure: 4-(3-Amino-6-(tetrahydro-2H-pyran-4-yl)pyrazin-2-yl)-2-fluorobenzoic acid TFA adduct (126 mg, 0.292 mmol) and HOAt (0.060 g, 0.438 mmol) was dissolved in DMF (1 mL) and DIEA (0.156 mL, 0.876 mmol). (S)-2-azido-1-(3-fluoro-5-iodophenyl)ethanamine hydrochloride salt (100 mg, 292 mmol), obtained from the reaction of (S)-tert-butyl (2-azido-1-(3-fluoro-5-iodophenyl)ethyl)carbamate with 4M HCl in dioxane (Step 9 in Scheme 76), was added, followed by EDC (0.090 g, 0.467 mmol). The reaction mixture was... Product: Cl.N(=[N+]=[N-])C[C@@H](N)C1=CC(=CC(=C1)I)F ((S)-2-azido-1-(3-fluoro-5-iodophenyl)ethanamine hydrochloride salt). Reactants: Cl (hydrochloride), C(C)OC(=O)C=1C(=NC(=NC1)C1=CC=C(C=C1)CCCCCCC)O (2-(p-n-heptylphenyl)-4-hydroxy-5-primidinecarboxylic acid ethyl ester), CC[O-].[Na+] (sodium ethylate), C(C)OC(=O)C=1C(=NC(=NC1)C1=CC=C(C=C1)CCCCCCC)Cl (2(-p-n-heptylphenyl)-4-chloro-5-pyrimidinecarboxylic acid ethyl ester), C(CCCCCC)C1=CC=C(C#N)C=C1 (p-n-heptylbenzonitrile), C(C)OC(C(C(=O)OCC)=COCC)=O (ethoxymethylenemalonic acid diethyl ester), P(=O)(Cl)(Cl)Cl (phosphorus oxychloride). Run in C(C)O (ethanol). Product: C(#N)C=1C=NC(=NC1)C1=CC=C(C=C1)CCCCCCC (5-cyano-2-(4-n-heptylphenyl)-pyrimidine). RXN SMILES: Cl.[CH2:2]([C:9]1[CH:16]=[CH:15][C:12]([C:13]#[N:14])=[CH:11][CH:10]=1)[CH2:3][CH2:4][CH2:5][CH2:6][CH2:7][CH3:8].C(OC(=O)C(=COCC)C(OCC)=O)C.CC[O-].[Na+].C(O[C:39]([C:41]1[C:42](O)=[N:43]C(C2C=CC(CCCCCCC)=CC=2)=[N:45][CH:46]=1)=O)C.P(Cl)(Cl)(Cl)=O.C(OC(C1C(Cl)=NC(C2C=CC(CCCCCCC)=CC=2)=NC=1)=O)C>C(O)C>[C:46]([C:41]1[CH:39]=[N:14][C:13]([C:12]2[CH:11]=[CH:10][C:9]([CH2:2][CH2:3][CH2:4][CH2:5][CH2:6][CH2:7][CH3:8])=[CH:16][CH:15]=2)=[N:43][CH:42]=1)#[N:45] |f:3.4|. Procedure details: The starting material can be obtained according to the procedure of A. B. Todd and F. Bergel, J. Chem. Soc. 1937, 366 from p-n-heptylbenzamie hydrochloride [prepared according to H. Schubert and H. Zaschke, J. prakt. Chem. 312, 494 (1970) from p-n-heptylbenzonitrile; melting point 126.0°-127.3° C[ and ethoxymethylenemalonic acid diethyl ester with sodium ethylate in ethanol and subsequent treatment of the obtained 2-(p-n-heptylphenyl)-4-hydroxy-5-primidinecarboxylic acid ethyl ester (melting poi... The reactants are C(C)N(C(C)C)C(C)C (ethyl-diisopropylamine), ClC=1C=C(C=CC1OCCN(CC)CC)N (3-chloro-4-(2-diethylamino-ethoxy)-phenylamine), ClC1=C(OC(C(=O)O)C)C=CC(=C1)C(F)(F)F (2-(2-chloro-4-trifluoromethyl-phenoxy)-propionic acid), CN(C)C(=[N+](C)C)ON1C2=C(C=CC=C2)N=N1.[B-](F)(F)(F)F (TBTU). Run in C1CCOC1 (THF). Yields the product Cl.ClC=1C=C(C=CC1OCCN(CC)CC)NC(C(C)OC1=C(C=C(C=C1)C(F)(F)F)Cl)=O (N-[3-chloro-4-(2-diethylamino-ethoxy)-phenyl]-2-(2-chloro-4-trifluoromethyl -phenoxy)-propionamide-hydrochloride). As a reaction SMILES: C(N(C(C)C)C(C)C)C.[Cl:10][C:11]1[CH:12]=[C:13]([NH2:25])[CH:14]=[CH:15][C:16]=1[O:17][CH2:18][CH2:19][N:20]([CH2:23][CH3:24])[CH2:21][CH3:22].[Cl:26][C:27]1[CH:38]=[C:37]([C:39]([F:42])([F:41])[F:40])[CH:36]=[CH:35][C:28]=1[O:29][CH:30]([CH3:34])[C:31](O)=[O:32].CN(C(ON1N=NC2C=CC=CC1=2)=[N+](C)C)C.[B-](F)(F)(F)F>C1COCC1>[ClH:10].[Cl:10][C:11]1[CH:12]=[C:13]([NH:25][C:31](=[O:32])[CH:30]([O:29][C:28]2[CH:35]=[CH:36][C:37]([C:39]([F:41])([F:40])[F:42])=[CH:38][C:27]=2[Cl:26])[CH3:34])[CH:14]=[CH:15][C:16]=1[O:17][CH2:18][CH2:19][N:20]([CH2:23][CH3:24])[CH2:21][CH3:22] |f:3.4,6.7|. Procedure details: 0.342 mL (2.000 mmol) of ethyl-diisopropylamine was added to a solution of 0.364 g (1.500 mmol) of 3-chloro-4-(2-diethylamino-ethoxy)-phenylamine (intermediate product Z1b), 0.403 g (1.500 mmol) of 2-(2-chloro-4-trifluoromethyl-phenoxy)-propionic acid and 0.562 g (1.750 mmol) of TBTU in 10 mL abs. THF and the mixture was stirred for 1 hour at RT. The reaction mixture was evaporated down i. vac. and the residue combined with dichloromethane and water. The org. phase was separated off, washed with... The reactants are CC(=O)O[BH-](OC(C)=O)OC(C)=O, Cc1cc(C)c2nc(C)n(Cc3ccc(NCC4CCNCC4)cc3)c2n1, CC(C)=O, ClCCCl, [Na+], [Na+], [OH-]. The product is Cc1cc(C)c2nc(C)n(Cc3ccc(NCC4CCN(C(C)C)CC4)cc3)c2n1. RXN SMILES: [C:32]([O:33][BH-:34]([O:35][C:36](=[O:37])[CH3:38])[O:39][C:40](=[O:41])[CH3:42])(=[O:43])[CH3:44].[CH3:1][c:2]1[n:3][c:4]2[c:5]([n:6][c:7]([CH3:11])[cH:8][c:9]2[CH3:10])[n:12]1[CH2:13][c:14]1[cH:15][cH:16][c:17]([NH:20][CH2:21][CH:22]2[CH2:23][CH2:24][NH:25][CH2:26][CH2:27]2)[cH:18][cH:19]1.[CH3:28][C:29]([CH3:30])=[O:31].[Cl:48][CH2:49][CH2:50][Cl:51].[Na+:45].[Na+:47].[OH-:46]>>[CH3:1][c:2]1[n:3][c:4]2[c:5]([n:6][c:7]([CH3:11])[cH:8][c:9]2[CH3:10])[n:12]1[CH2:13][c:14]1[cH:15][cH:16][c:17]([NH:20][CH2:21][CH:22]2[CH2:23][CH2:24][N:25]([CH:29]([CH3:28])[CH3:30])[CH2:26][CH2:27]2)[cH:18][cH:19]1. Starting materials: [H-].[Na+] (Sodium hydride), [H-].[Na+] (NaH), [NH4+].[Cl-] (NH4Cl), C(C)(C)(C)C=1C=C2C=NNC(C2=CC1)=O (6-tert-butylphthalazin-1(2H)-one), FC1=C(C=O)C(=CC=N1)I (2-fluoro-4-iodonicotinaldehyde). The solvent is O (H2O), C1CCOC1 (THF), C1CCOC1 (THF). Reaction conditions: time 15 minute. The product is C(C)(C)(C)C=1C=C2C=NN(C(C2=CC1)=O)C1=NC=CC(=C1C=O)I (2-(6-tert-Butyl-1-oxo-1H-phthalazin-2-yl)-4-iodo-pyridine-3-carbaldehyde). RXN SMILES: [C:1]([C:5]1[CH:6]=[C:7]2[C:12](=[CH:13][CH:14]=1)[C:11](=[O:15])[NH:10][N:9]=[CH:8]2)([CH3:4])([CH3:3])[CH3:2].[H-].[Na+].F[C:19]1[N:26]=[CH:25][CH:24]=[C:23]([I:27])[C:20]=1[CH:21]=[O:22].[NH4+].[Cl-]>C1COCC1.O>[C:1]([C:5]1[CH:6]=[C:7]2[C:12](=[CH:13][CH:14]=1)[C:11](=[O:15])[N:10]([C:19]1[C:20]([CH:21]=[O:22])=[C:23]([I:27])[CH:24]=[CH:25][N:26]=1)[N:9]=[CH:8]2)([CH3:4])([CH3:2])[CH3:3] |f:1.2,4.5|. Reported procedure: In a 100 mL round-bottomed flask, 6-tert-butylphthalazin-1(2H)-one (700 mg, 3.46 mmol, Eq: 1.00) was combined with THF (30 ml) to give a colorless solution. Sodium hydride (152 mg, 3.81 mmol, Eq: 1.1) was added. The reaction mixture was stirred at ambient temperature for 15 min. A solution of 2-fluoro-4-iodonicotinaldehyde (956 mg, 3.81 mmol, Eq: 1.1) in 10 mL THF was the added to the reaction mixture and it was stirred at ambient temperature for 3.5 h. The reaction was not complete. An addition...